Dataset: the Open Reaction Database (ORD), a public repository of structured organic reaction records. Task: describe an organic reaction: reactants, conditions, products, and yield The reactants are C1[C@@H](CC[C@H](C1)C(=O)O)CN (tranexamic acid), C(C)(=O)OC(C(C)C)OC(=O)ON1C(CCC1=O)=O (1-[(2,5-dioxopyrrolidinyl)oxycarbonyloxy]-2-methylpropyl acetate). Solvent: CC(C)(C)OC.CC(=O)C.O (MTBE acetone water). Product: C(C)(=O)OC(C(C)C)OC(=O)NC[C@@H]1CC[C@H](CC1)C(=O)O (trans-4-{[1-(Acetoxy)-2-methylpropoxycarbonyl]aminomethyl}-Cyclohexanecarboxylic Acid). Isolated yield 25.2%. As a reaction SMILES: [CH2:1]1[CH2:6][C@H:5]([C:7]([OH:9])=[O:8])[CH2:4][CH2:3][C@H:2]1[CH2:10][NH2:11].[C:12]([O:15][CH:16]([O:20][C:21](ON1C(=O)CCC1=O)=[O:22])[CH:17]([CH3:19])[CH3:18])(=[O:14])[CH3:13]>CC(OC)(C)C.CC(C)=O.O>[C:12]([O:15][CH:16]([O:20][C:21]([NH:11][CH2:10][C@H:2]1[CH2:3][CH2:4][C@H:5]([C:7]([OH:9])=[O:8])[CH2:6][CH2:1]1)=[O:22])[CH:17]([CH3:19])[CH3:18])(=[O:14])[CH3:13] |f:2.3.4|. Reported procedure: Following the general nucleophilic carbamoylation procedure, tranexamic acid (472 mg, 3.0 mmol) and 1-[(2,5-dioxopyrrolidinyl)oxycarbonyloxy]-2-methylpropyl acetate (306 mg, 1.12 mmol) were reacted in the MTBE/acetone/water mixture (16 mL) to yield the title compound 40 (89 mg, 28% yield) as an oily solid after work-up and mass-guided preparative HPLC purification. 1H NMR (400 MHz, DMSO-d6): δ=0.83-0.95 (br. m, 8H), 1.18-1.37 (m, 3H), 1.65-1.73 (br. m, 2H), 1.84-1.97 (br. m, 3H), 2.02 (s, 3H), 2... Starting materials: c1ccc(COCc2ccccc2)cc1, Cc1cc(C)nc(NC(=O)NS(=O)(=O)c2ccccc2OCc2ccccc2)n1, CC(C)=O, O=C(O)C(F)(F)F. The product is Cc1cc(C)nc(NC(=O)NS(=O)(=O)c2ccccc2O)n1. As a reaction SMILES: [CH2:30]([O:31][CH2:32][c:33]1[cH:34][cH:35][cH:36][cH:37][cH:38]1)[c:39]1[cH:40][cH:41][cH:42][cH:43][cH:44]1.[CH3:1][c:2]1[n:3][c:4]([NH:9][C:10](=[O:11])[NH:12][S:13](=[O:14])(=[O:15])[c:16]2[c:17]([O:22][CH2:23][c:24]3[cH:25][cH:26][cH:27][cH:28][cH:29]3)[cH:18][cH:19][cH:20][cH:21]2)[n:5][c:6]([CH3:8])[cH:7]1.[CH3:52][C:53](=[O:54])[CH3:55].[OH:45][C:46]([C:47]([F:48])([F:49])[F:50])=[O:51]>>[CH3:1][c:2]1[n:3][c:4]([NH:9][C:10](=[O:11])[NH:12][S:13](=[O:14])(=[O:15])[c:16]2[c:17]([OH:22])[cH:18][cH:19][cH:20][cH:21]2)[n:5][c:6]([CH3:8])[cH:7]1. Starting materials: C(C1=CC=CC=C1)OC1=C(C(=NC=C1)F)[N+](=O)[O-] (4-benzyloxy-2-fluoro-3-nitropyridine), N (ammonia). Run in solution, CO (methanol). Reaction conditions: time 16 hour. The product is NC1=NC=CC(=C1[N+](=O)[O-])OCC1=CC=CC=C1 (2-Amino-4-benzyloxy-3-nitropyridine). RXN SMILES: [CH2:1]([O:8][C:9]1[CH:14]=[CH:13][N:12]=[C:11](F)[C:10]=1[N+:16]([O-:18])=[O:17])[C:2]1[CH:7]=[CH:6][CH:5]=[CH:4][CH:3]=1.[NH3:19]>CO>[NH2:19][C:11]1[C:10]([N+:16]([O-:18])=[O:17])=[C:9]([O:8][CH2:1][C:2]2[CH:7]=[CH:6][CH:5]=[CH:4][CH:3]=2)[CH:14]=[CH:13][N:12]=1. Reported procedure: 0.73 g of 4-benzyloxy-2-fluoro-3-nitropyridine (starting material M3) are dissolved in 10 ml of a 5M solution of ammonia in methanol and stirred at ambient temperature for 16 hours. The solvent is distilled off and the residue is chromatographed on silica gel (dichloromethane/petroleum ether 4:1+1% triethylamine). Concentration of the pure fractions and drying in vacuo gives 0.51 g of the title compound as a yellow solid of m.p. 145–147° C. The mass spectrum shows the molecular peak MH+ at 246.0... The reactants are C1OCC=2C=NC(=CC21)CO (1,3-dihydrofuro[3,4-c]pyridin-6-ylmethanol). The reagents and catalysts are [O-2].[O-2].[Mn+4] (manganese dioxide). The solvent is C(Cl)Cl (DCM). Reaction conditions: time 2 hour. Product: C1OCC=2C=NC(=CC21)C=O (1,3-Dihydrofuro[3,4-c]pyridine-6-carbaldehyde). Yield: 99.7%. Reaction SMILES: [CH2:1]1[C:9]2[CH:8]=[C:7]([CH2:10][OH:11])[N:6]=[CH:5][C:4]=2[CH2:3][O:2]1>C(Cl)Cl.[O-2].[O-2].[Mn+4]>[CH2:1]1[C:9]2[CH:8]=[C:7]([CH:10]=[O:11])[N:6]=[CH:5][C:4]=2[CH2:3][O:2]1 |f:2.3.4|. Reported procedure: A solution of 1,3-dihydrofuro[3,4-c]pyridin-6-ylmethanol (66 mg, 0.437 mmol) in DCM (5 ml) at rt under argon was treated with manganese dioxide (380 mg, 4.37 mmol) and then stirred at rt for 2 h, filtered through a thin pad of Kieselguhr, eluting with DCM (40 ml) and methanol (10 ml), the organic extracts were evaporated to give the crude product as a brown oil (65 mg, 100%) Starting materials: FC1=CC=C(OC2=C(C=C(C=N2)C(C)=O)C)C=C1 (1-(6-(4-fluorophenoxy)-5-methylpyridin-3-yl)ethanone), CC(C)(C)[S@@](=O)N ((R)-2-methylpropane-2-sulfinamide), Amine-1. The yield is 76.0%. The product is FC1=CC=C(OC2=C(C=C(C=N2)C(C)N[S@](=O)C(C)(C)C)C)C=C1 ((R)—N-(1 (6 (4 fluorophenoxy)-5-methylpyridin-3-yl)ethyl)-2-methylpropane-2-sulfinamide). RXN SMILES: [F:1][C:2]1[CH:18]=[CH:17][C:5]([O:6][C:7]2[N:12]=[CH:11][C:10]([C:13](=O)[CH3:14])=[CH:9][C:8]=2[CH3:16])=[CH:4][CH:3]=1.[CH3:19][C:20]([S@:23]([NH2:25])=[O:24])([CH3:22])[CH3:21]>>[F:1][C:2]1[CH:18]=[CH:17][C:5]([O:6][C:7]2[N:12]=[CH:11][C:10]([CH:13]([NH:25][S@@:23]([C:20]([CH3:22])([CH3:21])[CH3:19])=[O:24])[CH3:14])=[CH:9][C:8]=2[CH3:16])=[CH:4][CH:3]=1. Procedure: The title compound is prepared in 76% yield (2.67 g, white solid) from 1-(6-(4-fluorophenoxy)-5-methylpyridin-3-yl)ethanone (2.47 g, 10.1 mmol, Step-4) and (R)-2-methylpropane-2-sulfinamide (1.83 g, 15.1 mmol) in a similar manner to Step-4 of Amine-1. Starting materials: FC1(C(N(C2=CC=CC=C12)C1CCNCC1)=O)F (3,3-difluoro-1-piperidin-4-yl-1,3-dihydroindol-2-one), C1(CC1)CCCNC(=O)C=1N=NC(=CC1)Cl (6-chloropyridazine-3-carboxylic acid (3-cyclopropylpropyl)amide), C(=O)([O-])[O-].[K+].[K+] (K2CO3). Reagents/catalysts: [N+](CCCC)(CCCC)(CCCC)CCCC.[I-] (n-Bu4NI). The solvent is O1CCOCC1 (dioxane). The product is C1(CC1)CCCNC(=O)C=1N=NC(=CC1)N1CCC(CC1)N1C(C(C2=CC=CC=C12)(F)F)=O (6-[4-(3,3-DIFLUORO-2-OXO-2,3-DIHYDROINDOL-1-YL)PIPERIDIN-1-YL]PYRIDAZINE-3-CARBOXYLIC ACID (3-CYCLOPROPYLPROPYL)AMIDE). Yield: 60.0%. As a reaction SMILES: [F:1][C:2]1([F:18])[C:10]2[C:5](=[CH:6][CH:7]=[CH:8][CH:9]=2)[N:4]([CH:11]2[CH2:16][CH2:15][NH:14][CH2:13][CH2:12]2)[C:3]1=[O:17].[CH:19]1([CH2:22][CH2:23][CH2:24][NH:25][C:26]([C:28]2[N:29]=[N:30][C:31](Cl)=[CH:32][CH:33]=2)=[O:27])[CH2:21][CH2:20]1.C([O-])([O-])=O.[K+].[K+]>[N+](CCCC)(CCCC)(CCCC)CCCC.[I-].O1CCOCC1>[CH:19]1([CH2:22][CH2:23][CH2:24][NH:25][C:26]([C:28]2[N:29]=[N:30][C:31]([N:14]3[CH2:13][CH2:12][CH:11]([N:4]4[C:5]5[C:10](=[CH:9][CH:8]=[CH:7][CH:6]=5)[C:2]([F:1])([F:18])[C:3]4=[O:17])[CH2:16][CH2:15]3)=[CH:32][CH:33]=2)=[O:27])[CH2:21][CH2:20]1 |f:2.3.4,5.6|. Reported procedure: A mixture of 3,3-difluoro-1-piperidin-4-yl-1,3-dihydroindol-2-one (0.180 g, 0.71 mmol), 6-chloropyridazine-3-carboxylic acid (3-cyclopropylpropyl)amide (0.160 g, 0.66 mmol), K2CO3 (0.150 g, 1.08 mmol) and n-Bu4NI (10 mg) in dioxane (10 mL) was heated to reflux overnight, then concentrated. The residue was purified by flash chromatography to yield the title compound as a white powder in 60% yield (0.183 g). m.p. 51-53° C. 1H NMR (300 MHz, CDCl3) δ 7.97 (d, J=9.3 Hz, 1H), 7.86 (s, br, 1H), 7.50 (d... Reactants: C(C1=CC=CC=C1)N1CCN(CC1)C1=CC=C2C(=N1)C(=CN2)S(=O)(=O)C2=CC=CC=C2 (5-(4-benzylpiperazin-1-yl)-3-(phenylsulfonyl)-1H-pyrrolo[3,2-b]pyridine), ClC(C)OC(=O)Cl (1-chloroethylchloroformate). Solvent: ClCCCl (1,2-dichloroethane). Run at time 16 hour. Product: Cl.Cl.C1(=CC=CC=C1)S(=O)(=O)C1=CNC=2C1=NC(=CC2)N2CCNCC2 (3-(Phenylsulfonyl)-5-piperazin-1-yl-1H-pyrrolo[3,2-b]pyridine Dihydrochloride). RXN SMILES: C([N:8]1[CH2:13][CH2:12][N:11]([C:14]2[N:19]=[C:18]3[C:20]([S:23]([C:26]4[CH:31]=[CH:30][CH:29]=[CH:28][CH:27]=4)(=[O:25])=[O:24])=[CH:21][NH:22][C:17]3=[CH:16][CH:15]=2)[CH2:10][CH2:9]1)C1C=CC=CC=1.[Cl:32]C(OC(Cl)=O)C>ClCCCl>[ClH:32].[ClH:32].[C:26]1([S:23]([C:20]2[C:18]3=[N:19][C:14]([N:11]4[CH2:12][CH2:13][NH:8][CH2:9][CH2:10]4)=[CH:15][CH:16]=[C:17]3[NH:22][CH:21]=2)(=[O:25])=[O:24])[CH:31]=[CH:30][CH:29]=[CH:28][CH:27]=1 |f:3.4.5|. Procedure: A stirred mixture of 5-(4-benzylpiperazin-1-yl)-3-(phenylsulfonyl)-1H-pyrrolo[3,2-b]pyridine (0.865 g, 2.00 mmol) and 1-chloroethylchloroformate (0.65 mL, 6.00 mmol) in 1,2-dichloroethane is heated at reflux temperature for 2.5 h under nitrogen, cooled and concentrated in vacuo, and reconcentrated from CH2Cl2 to a solid. This solid is heated with ethanol at reflux temperature under nitrogen for 2 h, cooled and concentrated in vacuo. The resultant residue is stirred in ethanol for 16 h and filter...